Task: describe an organic reaction: reactants, conditions, products, and yield. Dataset: the Open Reaction Database (ORD), a public repository of structured organic reaction records The reactants are ClCCCC(=O)C=1SC=CC1 (4-chloro-1-thiophen-2-yl-butan-1-one), C(CO)O (ethylene glycol). The reagents and catalysts are C1(=CC=C(C=C1)S(=O)(=O)O)C (p-toluene sulfonic acid). Run in C1=CC=CC=C1 (benzene). Yields the product ClCCCC1(OCCO1)C=1SC=CC1 (2-(3-Chloropropyl)-2-thiophen-2-yl[1,3]dioxolane). Yield: 97.3%. As a reaction SMILES: [Cl:1][CH2:2][CH2:3][CH2:4][C:5]([C:7]1[S:8][CH:9]=[CH:10][CH:11]=1)=[O:6].[CH2:12](O)[CH2:13][OH:14]>C1(C)C=CC(S(O)(=O)=O)=CC=1.C1C=CC=CC=1>[Cl:1][CH2:2][CH2:3][CH2:4][C:5]1([C:7]2[S:8][CH:9]=[CH:10][CH:11]=2)[O:14][CH2:13][CH2:12][O:6]1. Reported procedure: Add 4-chloro-1-thiophen-2-yl-butan-1-one (10 g, 53 mmol), ethylene glycol (8.14 g, 131.2 mmol) and p-toluene sulfonic acid (362 mg, 1.6 mmol) to benzene (150 mL) and heat at reflux for 16 h under a water trap. Cool the reaction to RT and wash with 1 N NaOH solution (100 mL) and brine (150 mL). Dry (sodium sulfate) and concentrate to give the title product as a dark oil (12 g, 97%). The reactants are C1=CC=C(C=C1)C(C(C(=O)O)N)O (DL-3-phenylserine hydrate), COCCC(=O)O (3-methoxy-propionic acid). Yields the product COCCC=1OC(=C(N1)C(=O)O)C1=CC=CC=C1 (2-(2-Methoxy-ethyl)-5-phenyl-oxazole-4-carboxylic acid). RXN SMILES: [CH:1]1[CH:6]=[CH:5][C:4]([CH:7]([OH:13])[CH:8]([NH2:12])[C:9]([OH:11])=[O:10])=[CH:3][CH:2]=1.[CH3:14][O:15][CH2:16][CH2:17][C:18](O)=O>>[CH3:14][O:15][CH2:16][CH2:17][C:18]1[O:13][C:7]([C:4]2[CH:3]=[CH:2][CH:1]=[CH:6][CH:5]=2)=[C:8]([C:9]([OH:11])=[O:10])[N:12]=1. Procedure: Prepared starting from DL-3-phenylserine hydrate following sequentially general procedures W, X with 3-methoxy-propionic acid, Y and Z. LC-MS-conditions 01: tR=0.77 min; [M+H]+=247.96. Reactants: C(C)OC(=O)C=1C=NC2=C(C=CC=C2C1Cl)OC (4-Chloro-8-methoxy-quinoline-3-carboxylic acid ethyl ester), COC1=CC=C(CN)C=C1 (4-methoxybenzylamine). Product: C(C)OC(=O)C=1C=NC2=C(C=CC=C2C1NCC1=CC=C(C=C1)OC)OC (8-methoxy-4-(4-methoxy-benzylamino)-quinoline-3-carboxylic acid ethyl ester). Reaction SMILES: [CH2:1]([O:3][C:4]([C:6]1[CH:7]=[N:8][C:9]2[C:14]([C:15]=1Cl)=[CH:13][CH:12]=[CH:11][C:10]=2[O:17][CH3:18])=[O:5])[CH3:2].[CH3:19][O:20][C:21]1[CH:28]=[CH:27][C:24]([CH2:25][NH2:26])=[CH:23][CH:22]=1>>[CH2:1]([O:3][C:4]([C:6]1[CH:7]=[N:8][C:9]2[C:14]([C:15]=1[NH:26][CH2:25][C:24]1[CH:27]=[CH:28][C:21]([O:20][CH3:19])=[CH:22][CH:23]=1)=[CH:13][CH:12]=[CH:11][C:10]=2[O:17][CH3:18])=[O:5])[CH3:2]. Procedure: 4-Chloro-8-methoxy-quinoline-3-carboxylic acid ethyl ester (250 mg, 0.94 mmol) was treated with 4-methoxybenzylamine following general procedure B to afford 8-methoxy-4-(4-methoxy-benzylamino)-quinoline-3-carboxylic acid ethyl ester (290 mg). Thus obtained amino-ester was hydrolyzed to the corresponding acid using general procedure D and then transformed into the corresponding ethylamide (190 mg) following general procedure E. The above ethylamide (0.41 mmol) was subjected to reaction with methy... The reactants are COC(=O)Cc1cccc(Nc2ncnc(Cl)n2)c1, Clc1nc2ccccc2[nH]1. The product is COC(=O)Cc1cccc(Nc2ncnc(-n3c(Cl)nc4ccccc43)n2)c1. As a reaction SMILES: [CH3:1][O:2][C:3]([CH2:4][c:5]1[cH:6][c:7]([NH:11][c:12]2[n:13][cH:14][n:15][c:16]([Cl:18])[n:17]2)[cH:8][cH:9][cH:10]1)=[O:19].[Cl:20][c:21]1[nH:22][c:23]2[c:24]([n:25]1)[cH:26][cH:27][cH:28][cH:29]2>>[CH3:1][O:2][C:3]([CH2:4][c:5]1[cH:6][c:7]([NH:11][c:12]2[n:13][cH:14][n:15][c:16](-[n:22]3[c:21]([Cl:20])[n:25][c:24]4[c:23]3[cH:29][cH:28][cH:27][cH:26]4)[n:17]2)[cH:8][cH:9][cH:10]1)=[O:19]. Starting materials: Cn1c(Cl)cc(-c2ccccc2)[n+]1C, [I-], NCc1ccccc1, O. Product: [I-], Cn1c(NCc2ccccc2)cc(-c2ccccc2)[n+]1C. Reaction SMILES: [Cl:2][c:3]1[n:4]([CH3:15])[n+:5]([CH3:14])[c:6](-[c:8]2[cH:9][cH:10][cH:11][cH:12][cH:13]2)[cH:7]1.[I-:1].[NH2:16][CH2:17][c:18]1[cH:19][cH:20][cH:21][cH:22][cH:23]1.[OH2:24]>>[I-:1].[c:3]1([NH:16][CH2:17][c:18]2[cH:19][cH:20][cH:21][cH:22][cH:23]2)[n:4]([CH3:15])[n+:5]([CH3:14])[c:6](-[c:8]2[cH:9][cH:10][cH:11][cH:12][cH:13]2)[cH:7]1. Starting materials: ClC1=C(C(=O)NC2=C(C=CC(=C2)N(C)C2=CC=C3C(=N2)SC(=N3)NC(=O)C3CC3)F)C=CC=C1OC(C)(C)C#N (2-Chloro-3-(1-cyano-1-methylethoxy)-N-{5-[{2-[(cyclopropylcarbonyl)amino][1,3]thiazolo[5,4-b]pyridin-5-yl}(methyl)amino]-2-fluorophenyl}benzamide), S(O)(O)(=O)=O (sulfuric acid). Solvent: C(C)(=O)OCC (Ethyl acetate), CCCCCCC (heptane), C(C)(=O)OCC (ethyl acetate). Run at temperature 50 celsius, time 15 minute. Product: S(=O)(=O)(O)O.ClC1=C(C(=O)NC2=C(C=CC(=C2)N(C)C2=CC=C3C(=N2)SC(=N3)NC(=O)C3CC3)F)C=CC=C1OC(C)(C)C#N (2-chloro-3-(1-cyano-1-methylethoxy)-N-{5-[{2-[(cyclopropylcarbonyl)amino][1,3]thiazolo[5,4-b]pyridin-5-yl}(methyl)amino]-2-fluorophenyl}benzamide sulfate). Isolated yield 79.8%. As a reaction SMILES: [Cl:1][C:2]1[C:34]([O:35][C:36]([C:39]#[N:40])([CH3:38])[CH3:37])=[CH:33][CH:32]=[CH:31][C:3]=1[C:4]([NH:6][C:7]1[CH:12]=[C:11]([N:13]([C:15]2[N:20]=[C:19]3[S:21][C:22]([NH:24][C:25]([CH:27]4[CH2:29][CH2:28]4)=[O:26])=[N:23][C:18]3=[CH:17][CH:16]=2)[CH3:14])[CH:10]=[CH:9][C:8]=1[F:30])=[O:5].[S:41](=[O:45])(=[O:44])([OH:43])[OH:42]>C(OCC)(=O)C.CCCCCCC>[S:41]([OH:45])([OH:44])(=[O:43])=[O:42].[Cl:1][C:2]1[C:34]([O:35][C:36]([C:39]#[N:40])([CH3:38])[CH3:37])=[CH:33][CH:32]=[CH:31][C:3]=1[C:4]([NH:6][C:7]1[CH:12]=[C:11]([N:13]([C:15]2[N:20]=[C:19]3[S:21][C:22]([NH:24][C:25]([CH:27]4[CH2:29][CH2:28]4)=[O:26])=[N:23][C:18]3=[CH:17][CH:16]=2)[CH3:14])[CH:10]=[CH:9][C:8]=1[F:30])=[O:5] |f:4.5|. Procedure: 2-Chloro-3-(1-cyano-1-methylethoxy)-N-{5-[{2-[(cyclopropylcarbonyl)amino][1,3]thiazolo[5,4-b]pyridin-5-yl}(methyl)amino]-2-fluorophenyl}benzamide (150 mg, 0.259 mmol) produced in Example C122(xi) was dissolved in ethyl acetate (6 mL), and the solution was added dropwise to a suspension of sulfuric acid (51 mg, 0.52 mmol) in heptane at room temperature. Ethyl acetate (12 mL) was added, and the mixture was stirred at 50° C. for 15 min. The solution was concentrated under reduced pressure, tetrahyd... Starting materials: OC1=C(C=NN1C1=C(C=CC=C1)[N+](=O)[O-])C(=O)OCC (5-hydroxy-1-(2-nitrophenyl)-1H-pyrazole-4-carboxylic acid, ethyl ester). Reagents/catalysts: [Pd] (Pd/C). Solvent: CO (methanol). The product is NC1=C(C=CC=C1)N1N=CC(=C1O)C(=O)OCC (1-(2-aminophenyl)-5-hydroxy-1H-pyrazole-4-carboxylic acid, ethyl ester). The yield is 69.2%. RXN SMILES: [OH:1][C:2]1[N:6]([C:7]2[CH:12]=[CH:11][CH:10]=[CH:9][C:8]=2[N+:13]([O-])=O)[N:5]=[CH:4][C:3]=1[C:16]([O:18][CH2:19][CH3:20])=[O:17]>CO.[Pd]>[NH2:13][C:8]1[CH:9]=[CH:10][CH:11]=[CH:12][C:7]=1[N:6]1[C:2]([OH:1])=[C:3]([C:16]([O:18][CH2:19][CH3:20])=[O:17])[CH:4]=[N:5]1. Procedure details: 126.3 g of 5-hydroxy-1-(2-nitrophenyl)-1H-pyrazole-4-carboxylic acid, ethyl ester is dissolved in 1.6 liter methanol and 1.2 g Pd/C (10%) are added and hydrogenation is performed until H2 -uptake is finished (12 hours). After filtration the solvent is distilled off and the crystalline residue is recrystallized from dimethylformamide/ethanol to yield 78 g of 1-(2-aminophenyl)-5-hydroxy-1H-pyrazole-4-carboxylic acid, ethyl ester as white powder having a melting point of 151°-154° C.